From a dataset of the Open Reaction Database (ORD), a public repository of structured organic reaction records. describe an organic reaction: reactants, conditions, products, and yield Starting materials: COC=1C=C(C=C(C1OC)OC)C#CC1=NC=CC(=C1)C(=O)OCC (Ethyl 2-(3,4,5-trimethoxyphenylethynyl)pyridine-4-carboxylate), O.[OH-].[Li+] (lithium hydroxide hydrate). Solvent: CO (methanol). Reaction conditions: time 4 hour. Yields the product COC=1C=C(C=C(C1OC)OC)C#CC1=NC=CC(=C1)C(=O)O (2-(3,4,5-Trimethoxyphenylethynyl)pyridine-4-carboxylic Acid). RXN SMILES: [CH3:1][O:2][C:3]1[CH:4]=[C:5]([C:13]#[C:14][C:15]2[CH:20]=[C:19]([C:21]([O:23]CC)=[O:22])[CH:18]=[CH:17][N:16]=2)[CH:6]=[C:7]([O:11][CH3:12])[C:8]=1[O:9][CH3:10].O.[OH-].[Li+]>CO>[CH3:12][O:11][C:7]1[CH:6]=[C:5]([C:13]#[C:14][C:15]2[CH:20]=[C:19]([C:21]([OH:23])=[O:22])[CH:18]=[CH:17][N:16]=2)[CH:4]=[C:3]([O:2][CH3:1])[C:8]=1[O:9][CH3:10] |f:1.2.3|. Procedure: Ethyl 2-(3,4,5-trimethoxyphenylethynyl)pyridine-4-carboxylate (1.40 g) was suspended in methanol (100 mL), to the suspension lithium hydroxide hydrate (189 mg) was added, and the mixture was stirred at room temperature for 4 hours. The reaction mixture was concentrated under reduced pressure, water was added to the residue and the resultant mixture was neutralized with 1 M hydrochloric acid. After the reaction mixture was cooled with ice, crystals precipitated were collected by filtration to obt...